Dataset: the Open Reaction Database (ORD), a public repository of structured organic reaction records. Task: describe an organic reaction: reactants, conditions, products, and yield Procedure: To a solution of 1-(t-butyloxycarbonyl)-4-piperidinol (600 mg) in dry DMF (20 mL) was added sodium hydride (0.24 g, 50% dispersion in oil) and stirred under argon for 1 hour. 2-Chloro,5-cyanopyridine (0.44 g) was added and the mixture was heated at 70° C. overnight. The reaction was quenched by pouring into water and extracted with diethyl ether. The extract was washed with water, brine, dried (MgSO4) and evaporated. The residue was then chromatographed on silica gel eluting with a mixture of di... Reactants: C(C)(C)(C)OC(=O)N1CCC(CC1)O (1-(t-butyloxycarbonyl)-4-piperidinol), [H-].[Na+] (sodium hydride), ClC1=NC=C(C=C1)C#N (2-Chloro,5-cyanopyridine). Reaction SMILES: [C:1]([O:5][C:6]([N:8]1[CH2:13][CH2:12][CH:11]([OH:14])[CH2:10][CH2:9]1)=[O:7])([CH3:4])([CH3:3])[CH3:2].[H-].[Na+].Cl[C:18]1[CH:23]=[CH:22][C:21]([C:24]#[N:25])=[CH:20][N:19]=1>CN(C=O)C>[C:1]([O:5][C:6]([N:8]1[CH2:13][CH2:12][CH:11]([O:14][C:18]2[CH:23]=[CH:22][C:21]([C:24]#[N:25])=[CH:20][N:19]=2)[CH2:10][CH2:9]1)=[O:7])([CH3:4])([CH3:2])[CH3:3] |f:1.2|. Solvent: CN(C)C=O (DMF). Run at temperature 70 celsius, time 1 hour. Isolated yield 44.2%. The product is C(C)(C)(C)OC(=O)N1CCC(CC1)OC1=NC=C(C=C1)C#N (1-(t-butyloxycarbonyl),4-(5-cyano,2-pyridyloxy)piperidine).